Dataset: the Open Reaction Database (ORD), a public repository of structured organic reaction records. Task: describe an organic reaction: reactants, conditions, products, and yield Starting materials: O=C([O-])[O-], CN(C)C=O, ClCc1ccc2ccccc2n1, Cl, [K+], [K+], Nc1nc2c3c(n[nH]c3n1)CCS2. Product: Nc1nc2c3c(nn(Cc4ccc5ccccc5n4)c3n1)CCS2. RXN SMILES: [C:27](=[O:28])([O-:29])[O-:30].[CH3:33][N:34]([CH3:35])[CH:36]=[O:37].[Cl:15][CH2:16][c:17]1[n:18][c:19]2[cH:20][cH:21][cH:22][cH:23][c:24]2[cH:25][cH:26]1.[ClH:14].[K+:31].[K+:32].[n:1]1[nH:2][c:3]2[n:4][c:5]([NH2:13])[n:6][c:7]3[c:12]2[c:11]1[CH2:10][CH2:9][S:8]3>>[n:1]1[n:2]([CH2:16][c:17]2[n:18][c:19]3[cH:20][cH:21][cH:22][cH:23][c:24]3[cH:25][cH:26]2)[c:3]2[n:4][c:5]([NH2:13])[n:6][c:7]3[c:12]2[c:11]1[CH2:10][CH2:9][S:8]3. The reactants are COC1=CC=C(C=C1)C1(CC1)C(=O)NC=1N=C(C2=CC=CC=C2C1)N1CC(N(CC1)C1=CC=CC=C1)=O (1-(4-methoxyphenyl)-N-(1-(3-oxo-4-phenylpiperazin-1-yl)isoquinolin-3-yl)cyclopropanecarboxamide), BrC1=NC(=CC2=CC=CC=C12)NC(=O)C1(CC1)C1=CC=C(C=C1)OC (N-(1-bromoisoquinolin-3-yl)-1-(4-methoxyphenyl)cyclopropanecarboxamide), C1(=CC=CC=C1)N1C(CNCC1)=O (1-phenylpiperazin-2-one). Yields the product CC1=CC=C(C=C1)C1(CC1)C(=O)NC=1N=C(C2=CC=CC=C2C1)N1CC(N(CC1)C1=CC=CC=C1)=O (1-(4-methylphenyl)-N-(1-(3-oxo-4-phenylpiperazin-1-yl)isoquinolin-3-yl)cyclopropanecarboxamide). RXN SMILES: CO[C:3]1[CH:8]=[CH:7][C:6]([C:9]2([C:12]([NH:14][C:15]3[N:16]=[C:17]([N:25]4[CH2:30][CH2:29][N:28]([C:31]5[CH:36]=[CH:35][CH:34]=[CH:33][CH:32]=5)[C:27](=[O:37])[CH2:26]4)[C:18]4[C:23]([CH:24]=3)=[CH:22][CH:21]=[CH:20][CH:19]=4)=[O:13])[CH2:11][CH2:10]2)=[CH:5][CH:4]=1.Br[C:39]1C2C(=CC=CC=2)C=C(NC(C2(C3C=CC(OC)=CC=3)CC2)=O)N=1.C1(N2CCNCC2=O)C=CC=CC=1>>[CH3:39][C:3]1[CH:8]=[CH:7][C:6]([C:9]2([C:12]([NH:14][C:15]3[N:16]=[C:17]([N:25]4[CH2:30][CH2:29][N:28]([C:31]5[CH:36]=[CH:35][CH:34]=[CH:33][CH:32]=5)[C:27](=[O:37])[CH2:26]4)[C:18]4[C:23]([CH:24]=3)=[CH:22][CH:21]=[CH:20][CH:19]=4)=[O:13])[CH2:10][CH2:11]2)=[CH:5][CH:4]=1. Procedure details: 1-(4-methoxyphenyl)-N-(1-(3-oxo-4-phenylpiperazin-1-yl)isoquinolin-3-yl)cyclopropanecarboxamide was made by the procedure shown above starting from N-(1-bromoisoquinolin-3-yl)-1-(4-methoxyphenyl)cyclopropanecarboxamide and 1-phenylpiperazin-2-one.